From a dataset of the Open Reaction Database (ORD), a public repository of structured organic reaction records. describe an organic reaction: reactants, conditions, products, and yield Starting materials: O=[N+]([O-])c1cc(C(F)(F)F)ccc1Cl, [K+], [K+], O=C([O-])[O-], CN(C)C=O, O, CC(=O)Nc1ccc(S)cc1. The product is CC(=O)Nc1ccc(Sc2ccc(C(F)(F)F)cc2[N+](=O)[O-])cc1. RXN SMILES: [Cl:1][c:2]1[c:3]([N+:12](=[O:13])[O-:14])[cH:4][c:5]([C:8]([F:9])([F:10])[F:11])[cH:6][cH:7]1.[K+:26].[K+:27].[O-:28][C:29]([O-:30])=[O:31].[O:32]=[CH:33][N:34]([CH3:35])[CH3:36].[OH2:37].[SH:15][c:16]1[cH:17][cH:18][c:19]([NH:22][C:23]([CH3:24])=[O:25])[cH:20][cH:21]1>>[c:2]1([S:15][c:16]2[cH:17][cH:18][c:19]([NH:22][C:23]([CH3:24])=[O:25])[cH:20][cH:21]2)[c:3]([N+:12](=[O:13])[O-:14])[cH:4][c:5]([C:8]([F:9])([F:10])[F:11])[cH:6][cH:7]1. Starting materials: C(CC(C)C)(=O)Cl (isovaleryl chloride), N1=CC=CC=C1 (pyridine), CC(CCN1C(=O)N(C(=O)CC1=O)CCC(C)C)C (1,3-bis(3-methylbutyl)barbituric acid). Solvent: ClCCl (dichloromethane), ClCCl (dichloromethane), ClCCl (dichloromethane). Run at temperature 0 celsius. The product is CC(CCN1C(=O)N(C(=O)C(C1=O)C(CC(C)C)=O)CCC(C)C)C (1,3-bis(3-methylbutyl)-5-(3-methyl-1-oxobutyl)barbituric acid). The yield is 78.9%. RXN SMILES: [CH3:1][CH:2]([CH3:19])[CH2:3][CH2:4][N:5]1[C:12](=[O:13])[CH2:11][C:9](=[O:10])[N:8]([CH2:14][CH2:15][CH:16]([CH3:18])[CH3:17])[C:6]1=[O:7].N1C=CC=CC=1.[C:26](Cl)(=[O:31])[CH2:27][CH:28]([CH3:30])[CH3:29]>ClCCl>[CH3:17][CH:16]([CH3:18])[CH2:15][CH2:14][N:8]1[C:9](=[O:10])[CH:11]([C:26](=[O:31])[CH2:27][CH:28]([CH3:30])[CH3:29])[C:12](=[O:13])[N:5]([CH2:4][CH2:3][CH:2]([CH3:19])[CH3:1])[C:6]1=[O:7]. Procedure: To a solution of 1,3-bis(3-methylbutyl)barbituric acid 268 mg (1.00 mmol) in dry dichloromethane 3.0 mL under a nitrogen atmosphere, added was pyridine 0.81 mL (0.79 g, 10 mmol, 10 equivalents) and stirred at 0° C. Added was isovaleryl chloride 121 mg (1.00 mmol, 1.00 equivalent) in dichloromethane 1.5 mL to the solution slowly during a period of 20 minutes, then stirred at room temperature for 4 hours. Added was dichloromethane 40 mL and washed the organic layer with 2 M hydrochloric acid and s... Starting materials: Fc1cc(C2CCC3(CC2)OCCO3)cc(F)c1C(F)(F)F, Cc1ccccc1, O=CO, O. The product is O=C1CCC(c2cc(F)c(C(F)(F)F)c(F)c2)CC1. As a reaction SMILES: [CH2:11]1[O:12][C:13]2([CH2:14][CH2:15][CH:16]([c:19]3[cH:20][c:21]([F:30])[c:22]([C:26]([F:27])([F:28])[F:29])[c:23]([F:25])[cH:24]3)[CH2:17][CH2:18]2)[O:32][CH2:31]1.[CH3:4][c:5]1[cH:6][cH:7][cH:8][cH:9][cH:10]1.[CH:1]([OH:2])=[O:3].[OH2:33]>>[O:12]=[C:13]1[CH2:14][CH2:15][CH:16]([c:19]2[cH:20][c:21]([F:30])[c:22]([C:26]([F:27])([F:28])[F:29])[c:23]([F:25])[cH:24]2)[CH2:17][CH2:18]1. Starting materials: CO, CCOC(=O)c1ccc(N2CCN(c3nc4c(c(Nc5cccc(Cl)c5)n3)S(=O)CC4)CC2)cc1, [Na+], C1CCOC1, [OH-]. Yields the product O=C(O)c1ccc(N2CCN(c3nc4c(c(Nc5cccc(Cl)c5)n3)S(=O)CC4)CC2)cc1. RXN SMILES: [CH3:38][OH:39].[Cl:1][c:2]1[cH:3][c:4]([NH:8][c:9]2[c:10]3[c:11]([n:12][c:13]([N:15]4[CH2:16][CH2:17][N:18]([c:21]5[cH:22][cH:23][c:24]([C:25](=[O:26])[O:27][CH2:28][CH3:29])[cH:30][cH:31]5)[CH2:19][CH2:20]4)[n:14]2)[CH2:32][CH2:33][S:34]3=[O:35])[cH:5][cH:6][cH:7]1.[Na+:37].[O:40]1[CH2:41][CH2:42][CH2:43][CH2:44]1.[OH-:36]>>[Cl:1][c:2]1[cH:3][c:4]([NH:8][c:9]2[c:10]3[c:11]([n:12][c:13]([N:15]4[CH2:16][CH2:17][N:18]([c:21]5[cH:22][cH:23][c:24]([C:25](=[O:26])[OH:27])[cH:30][cH:31]5)[CH2:19][CH2:20]4)[n:14]2)[CH2:32][CH2:33][S:34]3=[O:35])[cH:5][cH:6][cH:7]1.